From a dataset of the Open Reaction Database (ORD), a public repository of structured organic reaction records. describe an organic reaction: reactants, conditions, products, and yield The reactants are CCNCC, CC#N, COc1ccc(OCCCl)cc1[N+](=O)[O-], ClCCl. The product is CCN(CC)CCOc1ccc(OC)c([N+](=O)[O-])c1. As a reaction SMILES: [CH2:16]([CH3:17])[NH:18][CH2:19][CH3:20].[CH3:21][C:22]#[N:23].[Cl:1][CH2:2][CH2:3][O:4][c:5]1[cH:6][c:7]([N+:13](=[O:14])[O-:15])[c:8]([O:11][CH3:12])[cH:9][cH:10]1.[Cl:24][CH2:25][Cl:26]>>[CH2:2]([CH2:3][O:4][c:5]1[cH:6][c:7]([N+:13](=[O:14])[O-:15])[c:8]([O:11][CH3:12])[cH:9][cH:10]1)[N:18]([CH2:16][CH3:17])[CH2:19][CH3:20]. Starting materials: NC1=NN2C(N=CC(=C2)F)=C1C(=O)NC=1C=NC=C(C1N1CCN(CC1)C(=O)C1CN(C1)C(=O)OC(C)(C)C)F (Tert-butyl 3-(4-(3-(2-amino-6-fluoropyrazolo[1,5-a]pyrimidine-3-carboxamido)-5-fluoropyridin-4-yl)piperazine-1-carbonyl)azetidine-1-carboxylate), C(=O)(C(F)(F)F)O (TFA). Solvent: C(Cl)Cl (DCM). Run at time 2 hour. The product is NC1=NN2C(N=CC(=C2)F)=C1C(=O)NC=1C=NC=C(C1N1CCN(CC1)C(=O)C1CNC1)F (2-amino-N-(4-(4-(azetidine-3-carbonyl)piperazin-1-yl)-5-fluoropyridin-3-yl)-6-fluoropyrazolo[1,5-a]pyrimidine-3-carboxamide). As a reaction SMILES: [NH2:1][C:2]1[C:11]([C:12]([NH:14][C:15]2[CH:16]=[N:17][CH:18]=[C:19]([F:40])[C:20]=2[N:21]2[CH2:26][CH2:25][N:24]([C:27]([CH:29]3[CH2:32][N:31](C(OC(C)(C)C)=O)[CH2:30]3)=[O:28])[CH2:23][CH2:22]2)=[O:13])=[C:5]2[N:6]=[CH:7][C:8]([F:10])=[CH:9][N:4]2[N:3]=1.C(O)(C(F)(F)F)=O>C(Cl)Cl>[NH2:1][C:2]1[C:11]([C:12]([NH:14][C:15]2[CH:16]=[N:17][CH:18]=[C:19]([F:40])[C:20]=2[N:21]2[CH2:22][CH2:23][N:24]([C:27]([CH:29]3[CH2:30][NH:31][CH2:32]3)=[O:28])[CH2:25][CH2:26]2)=[O:13])=[C:5]2[N:6]=[CH:7][C:8]([F:10])=[CH:9][N:4]2[N:3]=1. Procedure details: Tert-butyl 3-(4-(3-(2-amino-6-fluoropyrazolo[1,5-a]pyrimidine-3-carboxamido)-5-fluoropyridin-4-yl)piperazine-1-carbonyl)azetidine-1-carboxylate (73 mg, 0.1309 mmol) (prepared using a procedure similar to Example 8) was dissolved in DCM (219.0 μL). TFA (298.5 mg, 201.7 μL, 2.618 mmol) was added and the mixture was stirred at RT for 2 hr. The reaction mixture was concentrated in vacuo and the residue was purified by fractionlynx yielding 2-amino-N-(4-(4-(azetidine-3-carbonyl)piperazin-1-yl)-5-fluo... Reactants: [BH4-], CCCN(CCC)Cc1ccc(C=O)cc1, CO, COC(OC)OC, [Na+], Cn1ccnc1CN(CCCCN)Cc1ncc[nH]1. Product: CCCN(CCC)Cc1ccc(CNCCCCN(Cc2ncc[nH]2)Cc2nccn2C)cc1. Reaction SMILES: [BH4-:43].[CH2:20]([CH2:21][CH3:22])[N:23]([CH2:24][CH2:25][CH3:26])[CH2:27][c:28]1[cH:29][cH:30][c:31]([CH:32]=[O:33])[cH:34][cH:35]1.[CH3:45][OH:46].[CH:36]([O:37][CH3:38])([O:39][CH3:40])[O:41][CH3:42].[Na+:44].[nH:1]1[c:2]([CH2:6][N:7]([CH2:8][CH2:9][CH2:10][CH2:11][NH2:12])[CH2:13][c:14]2[n:15]([CH3:19])[cH:16][cH:17][n:18]2)[n:3][cH:4][cH:5]1>>[nH:1]1[c:2]([CH2:6][N:7]([CH2:8][CH2:9][CH2:10][CH2:11][NH:12][CH2:32][c:31]2[cH:30][cH:29][c:28]([CH2:27][N:23]([CH2:20][CH2:21][CH3:22])[CH2:24][CH2:25][CH3:26])[cH:35][cH:34]2)[CH2:13][c:14]2[n:15]([CH3:19])[cH:16][cH:17][n:18]2)[n:3][cH:4][cH:5]1.